From a dataset of the Open Reaction Database (ORD), a public repository of structured organic reaction records. describe an organic reaction: reactants, conditions, products, and yield Reactants: C(C1=CC=CC=C1)OCCN1C2=C(C3=C([C@@H](C1=O)NC(C(C(=O)O)(C)O)=O)C=CC=C3)C=CC=C2 (N—[(S)-5-(2-benzyloxy-ethyl)-6-oxo-6,7-dihydro-5H-dibenzo[b,d]azepin-7-yl]-2-hydroxy-2-methyl-malonamic acid), FC(CCN)(C(F)(F)F)F (3,3,4,4,4-pentafluorobutylamine), oil. The product is C(C1=CC=CC=C1)OCCN1C2=C(C3=C([C@@H](C1=O)NC(C(C(=O)NCCC(C(F)(F)F)(F)F)(C)O)=O)C=CC=C3)C=CC=C2 (N—[(S)-5-(2-Benzyloxy-ethyl)-6-oxo-6,7-dihydro-5H-dibenzo[b,d]azepin-7-yl]-2-hydroxy-2-methyl-N′-(3,3,4,4,4-pentafluoro-butyl)-malonamide). As a reaction SMILES: [CH2:1]([O:8][CH2:9][CH2:10][N:11]1[C:17](=[O:18])[C@@H:16]([NH:19][C:20](=[O:27])[C:21]([OH:26])([CH3:25])[C:22](O)=[O:23])[C:15]2[CH:28]=[CH:29][CH:30]=[CH:31][C:14]=2[C:13]2[CH:32]=[CH:33][CH:34]=[CH:35][C:12]1=2)[C:2]1[CH:7]=[CH:6][CH:5]=[CH:4][CH:3]=1.[F:36][C:37]([F:45])([C:41]([F:44])([F:43])[F:42])[CH2:38][CH2:39][NH2:40]>>[CH2:1]([O:8][CH2:9][CH2:10][N:11]1[C:17](=[O:18])[C@@H:16]([NH:19][C:20](=[O:27])[C:21]([OH:26])([CH3:25])[C:22]([NH:40][CH2:39][CH2:38][C:37]([F:45])([F:36])[C:41]([F:44])([F:43])[F:42])=[O:23])[C:15]2[CH:28]=[CH:29][CH:30]=[CH:31][C:14]=2[C:13]2[CH:32]=[CH:33][CH:34]=[CH:35][C:12]1=2)[C:2]1[CH:7]=[CH:6][CH:5]=[CH:4][CH:3]=1. Procedure details: Using N—[(S)-5-(2-benzyloxy-ethyl)-6-oxo-6,7-dihydro-5H-dibenzo[b,d]azepin-7-yl]-2-hydroxy-2-methyl-malonamic acid and 3,3,4,4,4-pentafluorobutylamine, the title compound was prepared in the same manner as described for example 1c. Light yellow, viscous oil (88%). MS: m/e=620(M+H+). Starting materials: BrBr (bromine), C1(CCCCC1)NC1=CC=C(C=C1)C (N-cyclohexyl-4-methylaniline), [OH-].[K+] (KOH). Solvent: C(Cl)Cl (methylene chloride), C(Cl)Cl (methylene chloride). Run at time 30 minute. The product is BrC1=C(NC2CCCCC2)C=CC(=C1)C (2-Bromo-N-cyclohexyl-4-methylaniline). The yield is 93.9%. As a reaction SMILES: [CH:1]1([NH:7][C:8]2[CH:13]=[CH:12][C:11]([CH3:14])=[CH:10][CH:9]=2)[CH2:6][CH2:5][CH2:4][CH2:3][CH2:2]1.[Br:15]Br.[OH-].[K+]>C(Cl)Cl>[Br:15][C:9]1[CH:10]=[C:11]([CH3:14])[CH:12]=[CH:13][C:8]=1[NH:7][CH:1]1[CH2:6][CH2:5][CH2:4][CH2:3][CH2:2]1 |f:2.3|. Procedure details: In a 100-mL flask, N-cyclohexyl-4-methylaniline (2.00 g, 10.6 mmol) was dissolved in methylene chloride (20 mL) and a solution of bromine (Br2) (1.69 g, 10.6 mmol) dissolved in methylene chloride (16 ml) was injected at 0° C. for 30 minutes. Then, the solution was further stirred for 2 hours, and a 1 N aqueous KOH (20 mL) solution was added. The solution added with the aqueous solution was transferred to a separatory funnel and extracted from methylene chloride (40 mL) twice. Water was removed f... Reactants: OCC1C=CC(n2cnc3c(Cl)ncnc32)C1, N. Yields the product Nc1ncnc2c1ncn2C1C=CC(CO)C1. RXN SMILES: [Cl:1][c:2]1[c:3]2[n:4][cH:5][n:6]([CH:11]3[CH:12]=[CH:13][CH:14]([CH2:16][OH:17])[CH2:15]3)[c:7]2[n:8][cH:9][n:10]1.[NH3:18]>>[c:2]1([NH2:18])[c:3]2[n:4][cH:5][n:6]([CH:11]3[CH:12]=[CH:13][CH:14]([CH2:16][OH:17])[CH2:15]3)[c:7]2[n:8][cH:9][n:10]1.